Dataset: the Open Reaction Database (ORD), a public repository of structured organic reaction records. Task: describe an organic reaction: reactants, conditions, products, and yield Reactants: FC(C(=O)O)(F)F (Trifluoroacetic acid), CC=1SC(=CC1C(=O)CN1C(C(CN(C2=C1C=CC=C2)C2CCCCC2)NC(=O)NC2=CC(=CC=C2)C(=O)OC(C)(C)C)=O)C (1-[1-(2,5-dimethylthiophen-3-yl)carbonylmethyl-2-oxo-5-cyclohexyl-1,3,4,5-tetrahydro-2H-1,5-benzodiazepin-3-yl]-3-(3-tert-butoxycarbonylphenyl)urea). Solvent: C(Cl)Cl (methylene chloride). Run at time 30 minute. Product: CC=1SC(=CC1C(=O)CN1C(C(CN(C2=C1C=CC=C2)C2CCCCC2)NC(NC=2C=C(C(=O)O)C=CC2)=O)=O)C (3-[3-[1-(2,5-dimethylthiophen-3-yl)carbonylmethyl-2-oxo-5-cyclohexyl-1,3,4,5-tetrahydro-2H-1,5-benzodiazepin-3-yl]ureido]benzoic acid). The yield is 49.3%. RXN SMILES: FC(F)(F)C(O)=O.[CH3:8][C:9]1[S:10][C:11]([CH3:52])=[CH:12][C:13]=1[C:14]([CH2:16][N:17]1[C:23]2[CH:24]=[CH:25][CH:26]=[CH:27][C:22]=2[N:21]([CH:28]2[CH2:33][CH2:32][CH2:31][CH2:30][CH2:29]2)[CH2:20][CH:19]([NH:34][C:35]([NH:37][C:38]2[CH:43]=[CH:42][CH:41]=[C:40]([C:44]([O:46]C(C)(C)C)=[O:45])[CH:39]=2)=[O:36])[C:18]1=[O:51])=[O:15]>C(Cl)Cl>[CH3:8][C:9]1[S:10][C:11]([CH3:52])=[CH:12][C:13]=1[C:14]([CH2:16][N:17]1[C:23]2[CH:24]=[CH:25][CH:26]=[CH:27][C:22]=2[N:21]([CH:28]2[CH2:33][CH2:32][CH2:31][CH2:30][CH2:29]2)[CH2:20][CH:19]([NH:34][C:35](=[O:36])[NH:37][C:38]2[CH:39]=[C:40]([CH:41]=[CH:42][CH:43]=2)[C:44]([OH:46])=[O:45])[C:18]1=[O:51])=[O:15]. Procedure: Trifluoroacetic acid (5 ml) was added to a solution of 1-[1-(2,5-dimethylthiophen-3-yl)carbonylmethyl-2-oxo-5-cyclohexyl-1,3,4,5-tetrahydro-2H-1,5-benzodiazepin-3-yl]-3-(3-tert-butoxycarbonylphenyl)urea (450 mg) in anhydrous methylene chloride (10 ml), and the mixture was stirred at room temperature for 30 minutes. The reaction mixture was concentrated under reduced pressure, ethanol was added to the residue, crystals were collected by filtration, to thereby obtain 202 mg of the title compound. Yield: 92.0%. The reactants are C(C)N1C2=CC=CC=C2C=2C=C(C=CC12)CN1CC(CCC1)C#N (1-((9-Ethyl-9H-carbazol-3-yl)methyl)piperidine-3-carbonitrile), CO (MeOH), Cl (HCl). Procedure details: A 100-mL 3-necked round-bottomed flask was charged with 1-((9-ethyl-9H-carbazol-3-yl)methyl)piperidine-3-carbonitrile (1.31 g, 4.05 mmol, 1.00 equiv, 98%) from Example 13 in anhydrous MeOH (20 mL). Then, this was treated with HCl gas. The resulting solution was allowed to stir at −5° C. for 3 hours, followed by at −20° C. for overnight. Resulting precipitate was collected by filtration and dried to afford methyl 1-((9-ethyl-9H-carbazol-3-yl)methyl)piperidine-3-carbimidate hydrochloride as white ... The product is Cl.C(C)N1C2=CC=CC=C2C=2C=C(C=CC12)CN1CC(CCC1)C(OC)=N (methyl 1-((9-ethyl-9H-carbazol-3-yl)methyl)piperidine-3-carbimidate hydrochloride). Run at temperature -5 celsius, time 3 hour. As a reaction SMILES: [CH2:1]([N:3]1[C:15]2[CH:14]=[CH:13][C:12]([CH2:16][N:17]3[CH2:22][CH2:21][CH2:20][CH:19]([C:23]#[N:24])[CH2:18]3)=[CH:11][C:10]=2[C:9]2[C:4]1=[CH:5][CH:6]=[CH:7][CH:8]=2)[CH3:2].[ClH:25].[CH3:26][OH:27]>>[ClH:25].[CH2:1]([N:3]1[C:15]2[CH:14]=[CH:13][C:12]([CH2:16][N:17]3[CH2:22][CH2:21][CH2:20][CH:19]([C:23](=[NH:24])[O:27][CH3:26])[CH2:18]3)=[CH:11][C:10]=2[C:9]2[C:4]1=[CH:5][CH:6]=[CH:7][CH:8]=2)[CH3:2] |f:3.4|. Starting materials: Cc1cccc(C=O)n1, CCO, O=C1CN(C(c2ccccc2)c2ccccc2)CC(=O)NN1, c1ccccc1. Product: Cc1cccc(C=NN2C(=O)CN(C(c3ccccc3)c3ccccc3)CC2=O)n1. Reaction SMILES: [CH3:1][c:2]1[cH:3][cH:4][cH:5][c:6]([CH:8]=[O:9])[n:7]1.[CH3:38][CH2:39][OH:40].[c:10]1([CH:16]([N:17]2[CH2:18][C:19](=[O:25])[NH:20][NH:21][C:22](=[O:24])[CH2:23]2)[c:26]2[cH:27][cH:28][cH:29][cH:30][cH:31]2)[cH:11][cH:12][cH:13][cH:14][cH:15]1.[cH:32]1[cH:33][cH:34][cH:35][cH:36][cH:37]1>>[CH3:1][c:2]1[cH:3][cH:4][cH:5][c:6]([CH:8]=[N:21][N:20]2[C:19](=[O:25])[CH2:18][N:17]([CH:16]([c:10]3[cH:11][cH:12][cH:13][cH:14][cH:15]3)[c:26]3[cH:27][cH:28][cH:29][cH:30][cH:31]3)[CH2:23][C:22]2=[O:24])[n:7]1. Reactants: COC(=O)CBr, CC1CCC(C)N1. Yields the product COC(=O)CN1C(C)CCC1C. Reaction SMILES: [Br:1][CH2:2][C:3](=[O:4])[O:5][CH3:6].[CH3:7][CH:8]1[NH:9][CH:10]([CH3:13])[CH2:11][CH2:12]1>>[CH2:2]([C:3](=[O:4])[O:5][CH3:6])[N:9]1[CH:8]([CH3:7])[CH2:12][CH2:11][CH:10]1[CH3:13]. Reactants: Br, COc1ccc(-c2cc(=O)c(C(=O)O)cn2-c2ccc(F)cc2)cc1, [Na+], [OH-], O. Product: O=C(O)c1cn(-c2ccc(F)cc2)c(-c2ccc(O)cc2)cc1=O. As a reaction SMILES: [BrH:1].[F:2][c:3]1[cH:4][cH:5][c:6](-[n:9]2[cH:10][c:11]([C:12](=[O:13])[OH:14])[c:15](=[O:26])[cH:16][c:17]2-[c:18]2[cH:19][cH:20][c:21]([O:24][CH3:25])[cH:22][cH:23]2)[cH:7][cH:8]1.[Na+:28].[OH-:27].[OH2:29]>>[F:2][c:3]1[cH:4][cH:5][c:6](-[n:9]2[cH:10][c:11]([C:12](=[O:13])[OH:14])[c:15](=[O:26])[cH:16][c:17]2-[c:18]2[cH:19][cH:20][c:21]([OH:24])[cH:22][cH:23]2)[cH:7][cH:8]1. The reactants are [N+](=O)([O-])C1=C(OC2=CC=C(C=C2)O)C=CC(=C1)C(F)(F)F (4-(2-nitro-4-trifluoromethylphenoxy)phenol), BrC(C(=CC(=O)OCC)OC)C (ethyl 4-bromo-3-methoxy-2-pentenoate), C(=O)([O-])[O-].[K+].[K+] (K2CO3). Solvent: CC(=O)C (acetone). Product: [N+](=O)([O-])C1=C(OC2=CC=C(OC(C(=CC(=O)OCC)OC)C)C=C2)C=CC(=C1)CF (ethyl 4-[4-(2-nitro-4-fluoromethylphenoxy)phenoxy]-3-methoxy-2-pentenoate). As a reaction SMILES: [N+:1]([C:4]1[CH:17]=[C:16]([C:18]([F:21])(F)F)[CH:15]=[CH:14][C:5]=1[O:6][C:7]1[CH:12]=[CH:11][C:10]([OH:13])=[CH:9][CH:8]=1)([O-:3])=[O:2].Br[CH:23]([CH3:33])[C:24]([O:31][CH3:32])=[CH:25][C:26]([O:28][CH2:29][CH3:30])=[O:27].C([O-])([O-])=O.[K+].[K+]>CC(C)=O>[N+:1]([C:4]1[CH:17]=[C:16]([CH2:18][F:21])[CH:15]=[CH:14][C:5]=1[O:6][C:7]1[CH:8]=[CH:9][C:10]([O:13][CH:23]([CH3:33])[C:24]([O:31][CH3:32])=[CH:25][C:26]([O:28][CH2:29][CH3:30])=[O:27])=[CH:11][CH:12]=1)([O-:3])=[O:2] |f:2.3.4|. Procedure: A mixture of 4-(2-nitro-4-trifluoromethylphenoxy)phenol (9.36 mm), ethyl 4-bromo-3-methoxy-2-pentenoate (12 mm.) and K2CO3 (14 mm.) in acetone (20 ml.) is refluxed for 24 hours. After filtration, the filtrate is concentrated and the oily residue chromatographed on silica gel to yield ethyl 4-[4-(2-nitro-4-fluoromethylphenoxy)phenoxy]-3-methoxy-2-pentenoate.